Dataset: the Open Reaction Database (ORD), a public repository of structured organic reaction records. Task: describe an organic reaction: reactants, conditions, products, and yield Starting materials: CCO, Cc1ccc(C#N)c(Cl)n1, N. The product is Cc1ccc(C#N)c(N)n1. As a reaction SMILES: [CH3:12][CH2:13][OH:14].[Cl:1][c:2]1[c:3]([C:4]#[N:5])[cH:6][cH:7][c:8]([CH3:10])[n:9]1.[NH3:11]>>[c:2]1([NH2:11])[c:3]([C:4]#[N:5])[cH:6][cH:7][c:8]([CH3:10])[n:9]1. The reactants are ClC=1C(=C2C(=NC1)NC(=N2)C=2C=NN(C2)C2CCNCC2)N[C@H]2[C@H]([C@@H]1C=C[C@H]2C1)C(=O)N ((1S,2S,3R,4R)-3-[6-Chloro-2-(1-piperidin-4-yl-1H-pyrazol-4-yl)-3H-imidazo[4,5-b]pyridine-7-ylamino]-bicyclo[2.2.1]hept-5-ene-2-carboxylic acid amide), C1[C@@H](C)O1 ((R)-(−)-propylene oxide), C([O-])([O-])=O (Carbonate). The solvent is CO (methanol). Run at time 8 hour. The product is ClC=1C(=C2C(=NC1)NC(=N2)C=2C=NN(C2)C2CCN(CC2)C[C@@H](C)O)N[C@H]2[C@H]([C@@H]1C=C[C@H]2C1)C(=O)N ((1S,2S,3R,4R)-3-(6-Chloro-2-{1-[1-((R)-2-hydroxypropyl)-piperidin-4-yl]-1H-pyrazol-4-yl}-3H-imidazo[4,5-b]pyridine-7-ylamino)-bicyclo[2.2.1]hept-5-ene-2-carboxylic acid amide). RXN SMILES: [Cl:1][C:2]1[C:3]([NH:22][C@@H:23]2[C@@H:28]3[CH2:29][C@@H:25]([CH:26]=[CH:27]3)[C@@H:24]2[C:30]([NH2:32])=[O:31])=[C:4]2[N:10]=[C:9]([C:11]3[CH:12]=[N:13][N:14]([CH:16]4[CH2:21][CH2:20][NH:19][CH2:18][CH2:17]4)[CH:15]=3)[NH:8][C:5]2=[N:6][CH:7]=1.[CH2:33]1[O:36][C@@H:34]1[CH3:35].C(=O)([O-])[O-]>CO>[Cl:1][C:2]1[C:3]([NH:22][C@@H:23]2[C@@H:28]3[CH2:29][C@@H:25]([CH:26]=[CH:27]3)[C@@H:24]2[C:30]([NH2:32])=[O:31])=[C:4]2[N:10]=[C:9]([C:11]3[CH:12]=[N:13][N:14]([CH:16]4[CH2:21][CH2:20][N:19]([CH2:33][C@H:34]([OH:36])[CH3:35])[CH2:18][CH2:17]4)[CH:15]=3)[NH:8][C:5]2=[N:6][CH:7]=1. Procedure details: (1S,2S,3R,4R)-3-[6-Chloro-2-(1-piperidin-4-yl-1H-pyrazol-4-yl)-3H-imidazo[4,5-b]pyridine-7-ylamino]-bicyclo[2.2.1]hept-5-ene-2-carboxylic acid amide (Compound LVII above) (100 mg, 0.2 mmol) was combined with (R)-(−)-propylene oxide (25.6 mg, 0.442 mmol) and MP-Carbonate (140 mg, 0.442 mmol) in methanol (10 mL) and stirred in a sealed tube overnight. The product was filtered and the filtrate concentrated to afford a solid which was purified via reverse phase chromatography (Gilson) to afford foll... The reactants are O=C1CCC(=O)N1Br, COC(OC)N(C)C, Cl, CN(C1CC1)S(=O)(=O)c1ccc(-c2cnc(N)c(-c3ccc4c(O)nccc4c3)n2)cc1, CN(C)C=O. The product is Cl, CN(C1CC1)S(=O)(=O)c1ccc(-c2cnc(N)c(-c3ccc4c(O)ncc(Br)c4c3)n2)cc1. As a reaction SMILES: [Br:42][N:43]1[C:44](=[O:45])[CH2:46][CH2:47][C:48]1=[O:49].[CH3:34][O:35][CH:36]([O:37][CH3:38])[N:39]([CH3:40])[CH3:41].[ClH:1].[NH2:2][c:3]1[n:4][cH:5][c:6](-[c:20]2[cH:21][cH:22][c:23]([S:26](=[O:27])(=[O:28])[N:29]([CH3:30])[CH:31]3[CH2:32][CH2:33]3)[cH:24][cH:25]2)[n:7][c:8]1-[c:9]1[cH:10][c:11]2[cH:12][cH:13][n:14][c:15]([OH:19])[c:16]2[cH:17][cH:18]1.[O:50]=[CH:51][N:52]([CH3:53])[CH3:54]>>[ClH:1].[NH2:2][c:3]1[n:4][cH:5][c:6](-[c:20]2[cH:21][cH:22][c:23]([S:26](=[O:27])(=[O:28])[N:29]([CH3:30])[CH:31]3[CH2:32][CH2:33]3)[cH:24][cH:25]2)[n:7][c:8]1-[c:9]1[cH:10][c:11]2[c:12]([Br:42])[cH:13][n:14][c:15]([OH:19])[c:16]2[cH:17][cH:18]1. The reactants are Br, O=N[O-], NC(Cc1ccc(O)cc1)C(=O)O, [Na+], O. Product: O=C(O)C(Br)Cc1ccc(O)cc1. RXN SMILES: [BrH:18].[N:14]([O-:15])=[O:16].[NH2:1][CH:2]([CH2:3][c:4]1[cH:5][cH:6][c:7]([OH:8])[cH:9][cH:10]1)[C:11]([OH:12])=[O:13].[Na+:17].[OH2:19]>>[CH:2]([CH2:3][c:4]1[cH:5][cH:6][c:7]([OH:8])[cH:9][cH:10]1)([C:11]([OH:12])=[O:13])[Br:18]. Starting materials: C(C)OC(C1=CC=C(C=C1)NC1=C(C=C2C(CCN(C2=C1)C(C)C)(C)C)C)=O (4-(1-isopropyl-4,4,6-trimethyl-1,2,3,4-tetrahydroquinolin-7-ylamino)-benzoic acid ethyl ester), C(C)OC(C1=CC=C(C=C1)NC1=C(C=C2C(CCN(C2=C1)C(C)C)(C)C)C)=O (4-(1-isopropyl-4,4,6-trimethyl-1,2,3,4-tetrahydroquinolin-7-ylamino)-benzoic acid ethyl ester), [OH-].[K+] (KOH). Run in C(C)O (ethanol). Reaction conditions: temperature 50 celsius, time 18 hour. Yields the product C(C)(C)N1CCC(C2=CC(=C(C=C12)NC1=CC=C(C(=O)O)C=C1)C)(C)C (4-(1-Isopropyl-4,4,6-trimethyl-1,2,3,4-tetrahydro-quinolin-7-ylamino)-benzoic acid). The yield is 95.9%. As a reaction SMILES: C([O:3][C:4](=[O:28])[C:5]1[CH:10]=[CH:9][C:8]([NH:11][C:12]2[CH:21]=[C:20]3[C:15]([C:16]([CH3:26])([CH3:25])[CH2:17][CH2:18][N:19]3[CH:22]([CH3:24])[CH3:23])=[CH:14][C:13]=2[CH3:27])=[CH:7][CH:6]=1)C.[OH-].[K+]>C(O)C>[CH:22]([N:19]1[C:20]2[C:15](=[CH:14][C:13]([CH3:27])=[C:12]([NH:11][C:8]3[CH:7]=[CH:6][C:5]([C:4]([OH:28])=[O:3])=[CH:10][CH:9]=3)[CH:21]=2)[C:16]([CH3:26])([CH3:25])[CH2:17][CH2:18]1)([CH3:24])[CH3:23] |f:1.2|. Reported procedure: A solution of 4-(1-isopropyl-4,4,6-trimethyl-1,2,3,4-tetrahydroquinolin-7-ylamino)-benzoic acid ethyl ester (Compound 46, 10.5 mg, 0.0275 mmol) in ethanol (1 mL) was treated with 2N KOH (0.5 mL) and stirred at 50° C. for 18 hours. The solvent was removed under reduced pressure and the residue was washed with ethyl acetate and acidified with 2N HCl. The aqueous layer was extracted with ethyl acetate and the combined organic layers were dried with MgSO4, filtered, and concentrated under reduced pr... The reactants are OB(O)c1ccc(Br)cc1, O=C([O-])[O-], CC(=O)O[Cu]OC(C)=O, CC#N, [Ca+2], [Cl-], [Cl-], [Cs+], [Cs+], O=S1(=O)CCN2CCCC(c3ccc(O)cc3)C2=N1, c1ccncc1. The product is O=S1(=O)CCN2CCCC(c3ccc(Oc4ccc(Br)cc4)cc3)C2=N1. As a reaction SMILES: [Br:1][c:2]1[cH:3][cH:4][c:5]([B:8]([OH:9])[OH:10])[cH:6][cH:7]1.[C:11](=[O:12])([O-:13])[O-:14].[C:42]([O:43][Cu:44][O:45][C:46](=[O:47])[CH3:48])(=[O:49])[CH3:50].[CH3:39][C:40]#[N:41].[Ca+2:38].[Cl-:36].[Cl-:37].[Cs+:15].[Cs+:16].[O:17]=[S:18]1(=[O:35])[N:19]=[C:20]2[N:21]([CH2:22][CH2:23]1)[CH2:24][CH2:25][CH2:26][CH:27]2[c:28]1[cH:29][cH:30][c:31]([OH:34])[cH:32][cH:33]1.[cH:51]1[cH:52][cH:53][n:54][cH:55][cH:56]1>>[Br:1][c:2]1[cH:3][cH:4][c:5]([O:34][c:31]2[cH:30][cH:29][c:28]([CH:27]3[C:20]4=[N:19][S:18](=[O:17])(=[O:35])[CH2:23][CH2:22][N:21]4[CH2:24][CH2:25][CH2:26]3)[cH:33][cH:32]2)[cH:6][cH:7]1. Reactants: ice water, C(C)(=O)OCC (ethyl acetate), BrC1=C2C=CNC2=CC=C1 (4-bromoindole), [H-].[Na+] (sodium hydride), CI (methyl iodide). Run in CN(C)C=O (DMF). Conditions: time 10 minute. The product is BrC1=C2C=CN(C2=CC=C1)C (4-bromo-1-methyl-1H-indole). As a reaction SMILES: [Br:1][C:2]1[CH:10]=[CH:9][CH:8]=[C:7]2[C:3]=1[CH:4]=[CH:5][NH:6]2.[H-].[Na+].CI.[C:15](OCC)(=O)C>CN(C=O)C>[Br:1][C:2]1[CH:10]=[CH:9][CH:8]=[C:7]2[C:3]=1[CH:4]=[CH:5][N:6]2[CH3:15] |f:1.2|. Procedure: A solution of 4-bromoindole (5 g, TCI) in DMF (30 ml) was added with 60% sodium hydride (1.14 g) under ice cooling and stirred for 10 minutes. The mixture was added dropwise with methyl iodide (3.18 ml, TCI), stirred for 10 minutes, then warmed to room temperature and further stirred for 30 minutes. The reaction mixture was poured into ice water and added with ethyl acetate (300 ml) for extraction. The organic layer was washed successively with saturated aqueous sodium hydrogencarbonate, saturat...